This data is from the Open Reaction Database (ORD), a public repository of structured organic reaction records. The task is: describe an organic reaction: reactants, conditions, products, and yield Reactants: CCc1cc(-c2c(CC)cccc2CC)nc(C)c1C=CC(=O)OC, CCO, [Na+], [OH-]. The product is CCc1cc(-c2c(CC)cccc2CC)nc(C)c1C=CC(=O)O. RXN SMILES: [CH3:1][O:2][C:3]([CH:4]=[CH:5][c:6]1[c:7]([CH3:24])[n:8][c:9](-[c:14]2[c:15]([CH2:22][CH3:23])[cH:16][cH:17][cH:18][c:19]2[CH2:20][CH3:21])[cH:10][c:11]1[CH2:12][CH3:13])=[O:25].[CH3:28][CH2:29][OH:30].[Na+:27].[OH-:26]>>[O:2]=[C:3]([CH:4]=[CH:5][c:6]1[c:7]([CH3:24])[n:8][c:9](-[c:14]2[c:15]([CH2:22][CH3:23])[cH:16][cH:17][cH:18][c:19]2[CH2:20][CH3:21])[cH:10][c:11]1[CH2:12][CH3:13])[OH:25]. Procedure: A mixture of 3.9 g of diethyl 1-[5-(N-ethylaminocarbonylmethyl)-1-oxoindan-2-yl]imidazole-2,4-dicarboxylate, 33.4 g of ammonium acetate and 200 ml of acetic acid is heated at reflux for 3 hours. The reaction mixture is evaporated on a rotary evaporator, 250 ml of distilled water are added to the evaporation residue and the residue is filtered. The solid obtained is washed with distilled water a number of times and dried in an oven. 2.2 g of ethyl 8-(N-ethylaminocarbonylmethyl)-4,5-dihydro-4-oxo-... The product is C(C)NC(=O)CC1=CC=2CC3=C(NC(C=4N3C=C(N4)C(=O)OCC)=O)C2C=C1 (ethyl 8-(N-ethylaminocarbonylmethyl)-4,5-dihydro-4-oxo-10H-imidazo[1,2-a]indeno[1,2-e]pyrazin-2-carboxylate). Solvent: C(C)(=O)O (acetic acid). Reaction SMILES: [CH2:1]([NH:3][C:4]([CH2:6][C:7]1[CH:8]=[C:9]2[C:13](=[CH:14][CH:15]=1)[C:12](=O)[CH:11]([N:17]1[CH:21]=[C:20]([C:22]([O:24][CH2:25][CH3:26])=[O:23])[N:19]=[C:18]1[C:27]([O:29]CC)=O)[CH2:10]2)=[O:5])[CH3:2].C([O-])(=O)C.[NH4+:36]>C(O)(=O)C>[CH2:1]([NH:3][C:4]([CH2:6][C:7]1[CH:15]=[CH:14][C:13]2[C:12]3[NH:36][C:27](=[O:29])[C:18]4[N:17]([CH:21]=[C:20]([C:22]([O:24][CH2:25][CH3:26])=[O:23])[N:19]=4)[C:11]=3[CH2:10][C:9]=2[CH:8]=1)=[O:5])[CH3:2] |f:1.2|. Yield: 63.4%. Starting materials: C(C)NC(=O)CC=1C=C2CC(C(C2=CC1)=O)N1C(=NC(=C1)C(=O)OCC)C(=O)OCC (diethyl 1-[5-(N-ethylaminocarbonylmethyl)-1-oxoindan-2-yl]imidazole-2,4-dicarboxylate), C(C)(=O)[O-].[NH4+] (ammonium acetate). Yields the product OCCCc1ccc2ccccc2c1. Starting materials: [Al+3], [H-], [H-], [H-], [H-], [Li+], C1CCOC1, CCOC(=O)CCc1ccc2ccccc2c1. RXN SMILES: [Al+3:19].[H-:18].[H-:21].[H-:22].[H-:23].[Li+:20].[O:24]1[CH2:25][CH2:26][CH2:27][CH2:28]1.[cH:1]1[c:2]([CH2:11][CH2:12][C:13](=[O:14])[O:15][CH2:16][CH3:17])[cH:3][cH:4][c:5]2[cH:6][cH:7][cH:8][cH:9][c:10]12>>[cH:1]1[c:2]([CH2:11][CH2:12][CH2:13][OH:14])[cH:3][cH:4][c:5]2[cH:6][cH:7][cH:8][cH:9][c:10]12. As a reaction SMILES: [CH3:1][C:2]1[C:7]([CH3:8])=[CH:6][CH:5]=[CH:4][C:3]=1[NH:9][CH2:10][C@@H:11]([NH:16][C:17]([O:19][C:20]([CH3:23])([CH3:22])[CH3:21])=[O:18])[CH2:12][CH2:13][CH2:14][CH3:15].C(=O)(O)[O-].[Na+].Cl[CH2:30][C:31](Cl)=[O:32].[H-].[Na+].[H][H]>C(OCC)(=O)C>[C:20]([O:19][C:17]([N:16]1[C@@H:11]([CH2:12][CH2:13][CH2:14][CH3:15])[CH2:10][N:9]([C:3]2[CH:4]=[CH:5][CH:6]=[C:7]([CH3:8])[C:2]=2[CH3:1])[C:31](=[O:32])[CH2:30]1)=[O:18])([CH3:22])([CH3:21])[CH3:23] |f:1.2,4.5|. Solvent: C(C)(=O)OCC (ethyl acetate). Reactants: CC1=C(C=CC=C1C)NC[C@H](CCCC)NC(=O)OC(C)(C)C (N-(2,3-Dimethylphenyl)-2(S)-(tert-butoxycarbonylamino) hexanamine), C([O-])(O)=O.[Na+] (sodium bicarbonate), [H-].[Na+] (Sodium hydride), [H][H] (hydrogen), ClCC(=O)Cl (Chloroacetyl chloride), [H-].[Na+] (sodium hydride). Run at temperature 0 celsius, time 1 hour. Yields the product C(C)(C)(C)OC(=O)N1CC(N(C[C@@H]1CCCC)C1=C(C(=CC=C1)C)C)=O (4-tert-Butoxycarbonyl-5(S)-n-butyl-1-(2,3-dimethylphenyl)piperazin-2-one). Procedure: A solution of the product from Step C (8.50 g, 26.5 mmol) in ethyl acetate (250 mL) was vigorously stirred at 0° C. with saturated sodium bicarbonate (150 mL). Chloroacetyl chloride (2.33 mL, 29.1 mmol) was added, and the reaction stirred at ) 0° C. for 1 h. The layers were separated, and the ethyl acetate phase was washed with saturated brine, and dried over magnesium sulfate. The crude product was dissolved in DMF (300 mL) and cooled to 0° C. under nitrogen. Sodium hydride (1.79 g, 60% dispers...